From a dataset of the Open Reaction Database (ORD), a public repository of structured organic reaction records. describe an organic reaction: reactants, conditions, products, and yield Reactants: BrC=1C(=NC=C(C(=O)NC2=CC=C(C=C2)OC(F)(F)F)C1)Cl (5-bromo-6-chloro-N-(4-(trifluoromethoxy)phenyl)nicotinamide), Cl.CO[C@H]1[C@@H](CNC1)O (Trans-4-methoxy-3-pyrrolidinol hydrochloride). Yields the product BrC=1C(=NC=C(C(=O)NC2=CC=C(C=C2)OC(F)(F)F)C1)N1C[C@H]([C@@H](C1)OC)O (5-Bromo-6-(trans-3-hydroxy-4-methoxypyrrolidin-1-yl)-N-(4-(trifluoromethoxy)phenyl)nicotinamide). RXN SMILES: [Br:1][C:2]1[C:3](Cl)=[N:4][CH:5]=[C:6]([CH:21]=1)[C:7]([NH:9][C:10]1[CH:15]=[CH:14][C:13]([O:16][C:17]([F:20])([F:19])[F:18])=[CH:12][CH:11]=1)=[O:8].Cl.[CH3:24][O:25][C@@H:26]1[CH2:30][NH:29][CH2:28][C@H:27]1[OH:31]>>[Br:1][C:2]1[C:3]([N:29]2[CH2:30][C@@H:26]([O:25][CH3:24])[C@H:27]([OH:31])[CH2:28]2)=[N:4][CH:5]=[C:6]([CH:21]=1)[C:7]([NH:9][C:10]1[CH:15]=[CH:14][C:13]([O:16][C:17]([F:20])([F:19])[F:18])=[CH:12][CH:11]=1)=[O:8] |f:1.2|. Procedure: The title compound was prepared in an analogous fashion to that described in Stage 12.1 using 5-bromo-6-chloro-N-(4-(trifluoromethoxy)phenyl)nicotinamide (Stage 12.2) and Trans-4-methoxy-3-pyrrolidinol hydrochloride to afford a white amorphous solid. UPLC-MS (condition 1) tR=2.65 min, m/z=475.9-477.9 [M+H]+, m/z=474.0-475.9 [M−H]−; 1H-NMR (400 MHz, DMSO-d6) δ ppm 3.31 (s, 3H) 3.58 (d, J=11.49 Hz, 1H) 3.66 (d, J=12.23 Hz, 1H) 3.72-3.77 (m, 1H) 3.92 (dd, J=11.86, 4.28 Hz, 1H) 3.97 (dd, J=12.10, 4.... Starting materials: ClC=1C=[N+](C=C(C1C[C@H](O)C1=CC(=C(C=C1)OC(F)F)OCC1CC1)Cl)[O-] ((S)-3,5-dichloro-4-(2-(3-(cyclopropylmethoxy)-4-(difluoromethoxy)phenyl)-2-hydroxyethyl)pyridine 1-oxide), C(CCl)Cl (EDC), Cl.O=C1N(C(C2=CC(=CC=C12)N(S(=O)(=O)C)CCN1CCCCC1)=O)CC(=O)O (2-(1,3-dioxo-5-(N-(2-(piperidin-1-yl)ethyl)methylsulfonamido)isoindolin-2-yl)acetic acid hydrochloride). Reagents/catalysts: CN(C)C=1C=CN=CC1 (DMAP). Solvent: C(Cl)Cl (DCM). Conditions: time 96 hour. The product is ClC=1C=[N+](C=C(C1C[C@H](OC(CN1C(C2=CC=C(C=C2C1=O)N(S(=O)(=O)C)CCN1CCCCC1)=O)=O)C1=CC(=C(C=C1)OC(F)F)OCC1CC1)Cl)[O-] ((S)-3,5-dichloro-4-(2-(3-(cyclopropylmethoxy)-4-(difluoromethoxy)phenyl)-2-(2-(1,3-dioxo-5-(N-(2-(piperidin-1-yl)ethyl)methylsulfonamido)isoindolin-2-yl)acetoxy)ethyl)pyridine 1-oxide). The yield is 52.1%. Reaction SMILES: [Cl:1][C:2]1[CH:3]=[N+:4]([O-:27])[CH:5]=[C:6]([Cl:26])[C:7]=1[CH2:8][C@@H:9]([C:11]1[CH:16]=[CH:15][C:14]([O:17][CH:18]([F:20])[F:19])=[C:13]([O:21][CH2:22][CH:23]2[CH2:25][CH2:24]2)[CH:12]=1)[OH:10].C(Cl)CCl.Cl.[O:33]=[C:34]1[C:42]2[C:37](=[CH:38][C:39]([N:43]([CH2:48][CH2:49][N:50]3[CH2:55][CH2:54][CH2:53][CH2:52][CH2:51]3)[S:44]([CH3:47])(=[O:46])=[O:45])=[CH:40][CH:41]=2)[C:36](=[O:56])[N:35]1[CH2:57][C:58](O)=[O:59]>CN(C1C=CN=CC=1)C.C(Cl)Cl>[Cl:1][C:2]1[CH:3]=[N+:4]([O-:27])[CH:5]=[C:6]([Cl:26])[C:7]=1[CH2:8][C@@H:9]([C:11]1[CH:16]=[CH:15][C:14]([O:17][CH:18]([F:20])[F:19])=[C:13]([O:21][CH2:22][CH:23]2[CH2:25][CH2:24]2)[CH:12]=1)[O:10][C:58](=[O:59])[CH2:57][N:35]1[C:36](=[O:56])[C:37]2[C:42](=[CH:41][CH:40]=[C:39]([N:43]([CH2:48][CH2:49][N:50]3[CH2:51][CH2:52][CH2:53][CH2:54][CH2:55]3)[S:44]([CH3:47])(=[O:46])=[O:45])[CH:38]=2)[C:34]1=[O:33] |f:2.3|. Procedure details: To a stirred solution of (S)-3,5-dichloro-4-(2-(3-(cyclopropylmethoxy)-4-(difluoromethoxy)phenyl)-2-hydroxyethyl)pyridine 1-oxide (188 mg, 0.449 mmol), DMAP (110 mg, 0.897 mmol) and EDC (129 mg, 0.673 mmol) in DCM (10 ml), 2-(1,3-dioxo-5-(N-(2-(piperidin-1-yl)ethyl)methylsulfonamido)isoindolin-2-yl)acetic acid hydrochloride (200 mg, 0.449 mmol) was added portion wise over 5 hours, and the resulting mixture was stirred at room and for 96 hours. The solvent was removed and the crude was purified b...